This data is from the Open Reaction Database (ORD), a public repository of structured organic reaction records. The task is: describe an organic reaction: reactants, conditions, products, and yield Reactants: CO, N#CCc1cc(OC2CCCCO2)cc2ccoc12, O, Cc1ccc(S(=O)(=O)O)cc1. Product: N#CCc1cc(O)cc2ccoc12. As a reaction SMILES: [CH3:32][OH:33].[O:1]1[CH2:2][CH2:3][CH2:4][CH2:5][CH:6]1[O:7][c:8]1[cH:9][c:10]([CH2:17][C:18]#[N:19])[c:11]2[c:12]([cH:13][cH:14][o:15]2)[cH:16]1.[OH2:20].[c:21]1([CH3:22])[cH:23][cH:24][c:25]([S:26]([OH:27])(=[O:28])=[O:29])[cH:30][cH:31]1>>[OH:7][c:8]1[cH:9][c:10]([CH2:17][C:18]#[N:19])[c:11]2[c:12]([cH:13][cH:14][o:15]2)[cH:16]1. The reactants are CCOC(=O)c1ccc2cc(O)ccc2n1, C1CCOC1, Cc1ccccc1, CC(C)N1CCC(O)C1. Yields the product CCOC(=O)c1ccc2cc(OC3CCN(C(C)C)C3)ccc2n1. RXN SMILES: [CH2:1]([CH3:2])[O:3][C:4](=[O:5])[c:6]1[n:7][c:8]2[cH:9][cH:10][c:11]([OH:16])[cH:12][c:13]2[cH:14][cH:15]1.[CH2:33]1[O:34][CH2:35][CH2:36][CH2:37]1.[CH3:26][c:27]1[cH:28][cH:29][cH:30][cH:31][cH:32]1.[CH:17]([CH3:18])([CH3:19])[N:20]1[CH2:21][CH:22]([OH:25])[CH2:23][CH2:24]1>>[CH2:1]([CH3:2])[O:3][C:4](=[O:5])[c:6]1[n:7][c:8]2[cH:9][cH:10][c:11]([O:16][CH:22]3[CH2:21][N:20]([CH:17]([CH3:18])[CH3:19])[CH2:24][CH2:23]3)[cH:12][c:13]2[cH:14][cH:15]1. Reactants: OC1=C(C2=CC=CC=C2C=C1)C=O (2-hydroxy-1-naphthaldehyde), C(C)O (ethanol), NC1=C(C=CC=C1)C1=CC=CC=C1 (2-aminobiphenyl). Conditions: temperature 70 celsius. RXN SMILES: O[C:2]1[CH:11]=[CH:10][C:9]2[C:4](=[CH:5][CH:6]=[CH:7][CH:8]=2)[C:3]=1[CH:12]=O.[NH2:14][C:15]1[CH:20]=[CH:19][CH:18]=[CH:17][C:16]=1[C:21]1[CH:26]=[CH:25][CH:24]=[CH:23][CH:22]=1.C([OH:29])C>>[OH:29][C:16]1([C:21]2[CH:22]=[CH:23][CH:24]=[CH:25][CH:26]=2)[CH:17]=[CH:18][CH:19]=[CH:20][CH:15]1[N:14]=[CH:12][C:3]1[C:4]2[C:9](=[CH:8][CH:7]=[CH:6][CH:5]=2)[CH:10]=[CH:11][CH:2]=1. Yields the product OC1(C(N=CC2=CC=CC3=CC=CC=C23)C=CC=C1)C1=CC=CC=C1 (2-hydroxy-1-naphthylmethylidene-2-phenylaniline). Procedure details: 3.44 g (20.0 mmol) of 2-hydroxy-1-naphthaldehyde was dissolved in 50 ml ethanol under heating, and 3.38 g (20.0 mmol) of 2-aminobiphenyl was added. After stirring under reflux at 70° C. for 1 hour, completion of the reaction was confirmed by TLC. The solution was concentrated with an evaporator to about 30 ml, whereupon a crystal was formed, which was filtered by Kiriyama funnel. Drying under reduced pressure at 25° C. for 24 hours gave 2-hydroxy-1-naphthylmethylidene-2-phenylaniline (hereinafte... The reactants are N1=C(C=CC=C1)NC1=CC=C(OC=2C(=NC=CN2)C2=CCN(CC2)C(=O)OC(C)(C)C)C=C1 (tert-butyl 4-(3-(4-(pyridin-2-ylamino)phenoxy)pyrazin-2-yl)-5,6-dihydropyridine-1(2H)-carboxylate), C(C)(=O)Cl (acetyl chloride). Yields the product N1=C(C=CC=C1)NC1=CC=C(OC=2C(=NC=CN2)C2=CCN(CC2)C(C)=O)C=C1 (1-(4-(3-(4-(pyridin-2-ylamino)phenoxy)pyrazin-2-yl)-5,6-dihydropyridin-1(2H)-yl)ethanone). As a reaction SMILES: [N:1]1[CH:6]=[CH:5][CH:4]=[CH:3][C:2]=1[NH:7][C:8]1[CH:33]=[CH:32][C:11]([O:12][C:13]2[C:14]([C:19]3[CH2:24][CH2:23][N:22]([C:25]([O:27]C(C)(C)C)=O)[CH2:21][CH:20]=3)=[N:15][CH:16]=[CH:17][N:18]=2)=[CH:10][CH:9]=1.[C:34](Cl)(=O)C>>[N:1]1[CH:6]=[CH:5][CH:4]=[CH:3][C:2]=1[NH:7][C:8]1[CH:9]=[CH:10][C:11]([O:12][C:13]2[C:14]([C:19]3[CH2:24][CH2:23][N:22]([C:25](=[O:27])[CH3:34])[CH2:21][CH:20]=3)=[N:15][CH:16]=[CH:17][N:18]=2)=[CH:32][CH:33]=1. Reported procedure: During a resynthesis of Example 279 (Step 1) an incomplete hydrogenation resulted in a small fraction of tert-butyl 4-(3-(4-(pyridin-2-ylamino)phenoxy)pyrazin-2-yl)-5,6-dihydropyridine-1(2H)-carboxylate (Example 278) to be carried forward through Example 279 (Step 2), which was subsequently treated in similar fashion using acetyl chloride. The impurity was separated from the major product by SFC using MeOH (1% diethyl amine) to give 1-(4-(3-(4-(pyridin-2-ylamino)phenoxy)pyrazin-2-yl)-5,6-dihydro... Yields the product O=C(O)CC(COCc1cc(C(F)(F)F)cc(C(F)(F)F)c1)c1ccccc1. Starting materials: CCO, CCOC(=O)CC(COCc1cc(C(F)(F)F)cc(C(F)(F)F)c1)c1ccccc1, [Na+], [OH-]. Reaction SMILES: [CH3:33][CH2:34][OH:35].[F:1][C:2]([c:3]1[cH:4][c:5]([CH2:6][O:7][CH2:8][CH:9]([CH2:10][C:11](=[O:12])[O:13][CH2:14][CH3:15])[c:16]2[cH:17][cH:18][cH:19][cH:20][cH:21]2)[cH:22][c:23]([C:25]([F:26])([F:27])[F:28])[cH:24]1)([F:29])[F:30].[Na+:32].[OH-:31]>>[F:1][C:2]([c:3]1[cH:4][c:5]([CH2:6][O:7][CH2:8][CH:9]([CH2:10][C:11](=[O:12])[OH:13])[c:16]2[cH:17][cH:18][cH:19][cH:20][cH:21]2)[cH:22][c:23]([C:25]([F:26])([F:27])[F:28])[cH:24]1)([F:29])[F:30]. The reactants are ClC1=C(C(C(=C(C1=O)C#N)C#N)=O)Cl (dichlorodicyanobenzoquinone), N1C(CC2=CC=CC=C12)C(=O)O (indoline-2-carboxlic acid), [N+](=O)(O)[O-] (nitric acid), C1(=CC=C(C=C1)S(=O)(=O)O)C (p-toluenesulfonic acid). The solvent is C(C)(=O)OCC (ethyl acetate), C1=CC=CC=C1 (benzene), S(O)(O)(=O)=O (sulfuric acid), CO (methanol). Yields the product COC(=O)C=1NC2=CC(=CC=C2C1)[N+](=O)[O-] (6-Nitro-1H-indole-2-carboxylic acid methyl ester). Isolated yield 58.0%. RXN SMILES: [NH:1]1[C:9]2[C:4](=[CH:5][CH:6]=[CH:7][CH:8]=2)[CH2:3][CH:2]1[C:10]([OH:12])=[O:11].[N+:13]([O-:16])(O)=[O:14].[C:17]1(C)C=CC(S(O)(=O)=O)=CC=1.ClC1C(=O)C(C#N)=C(C#N)C(=O)C=1Cl>S(=O)(=O)(O)O.C(OCC)(=O)C.C1C=CC=CC=1.CO>[CH3:17][O:11][C:10]([C:2]1[NH:1][C:9]2[C:4]([CH:3]=1)=[CH:5][CH:6]=[C:7]([N+:13]([O-:16])=[O:14])[CH:8]=2)=[O:12]. Procedure: Compound 34 was prepared from indoline-2-carboxlic acid by nitration with nitric acid in sulfuric acid, methylation using methanol and p-toluenesulfonic acid, followed by reaction with dichlorodicyanobenzoquinone in ethyl acetate and benzene. Total yield: 58%. MS: 219.13 (M−H+).